This data is from the Open Reaction Database (ORD), a public repository of structured organic reaction records. The task is: describe an organic reaction: reactants, conditions, products, and yield Starting materials: N1C(=O)NC(=O)C1 (hydantoin), amido, C1(\C=C/C(=O)O1)=O (maleic acid anhydride), CNC1=CC=CC=C1 (N-methyl aniline), C1(=CC=CC=C1)N=C=O (phenyl isocyanate), C(=O)=O (carbon dioxide), C1CN2CCN1CC2 (triethylene diamine). The solvent is C1(CCCO1)=O (butyrolactone). Reaction conditions: temperature 150 celsius, time 4 hour. Yields the product C1(=CC=CC=C1)N1C(=O)N(C(=O)C1CC(=O)N(C1=CC=CC=C1)C)C1=CC=CC=C1 (1,3-diphenyl-5-(N-methyl-N-phenylaminocarbonylmethyl)-hydantoin), crystals. As a reaction SMILES: [C:1]1(=O)O[C:4](=O)[CH:3]=[CH:2]1.CN[C:10]1C=[CH:14][CH:13]=[CH:12][CH:11]=1.[C:16]1([N:22]=[C:23]=[O:24])[CH:21]=[CH:20][CH:19]=[CH:18][CH:17]=1.[CH2:25]1[N:30]2[CH2:31][CH2:32]N([CH2:28][CH2:29]2)C1.C(=O)=[O:34].N1[CH2:42][C:40](=[O:41])[NH:39][C:37]1=O>C1(=O)OCCC1>[C:16]1([N:22]2[CH:42]([CH2:32][C:31]([N:30]([CH3:25])[C:29]3[CH:28]=[CH:4][CH:3]=[CH:2][CH:1]=3)=[O:34])[C:40](=[O:41])[N:39]([C:37]3[CH:14]=[CH:13][CH:12]=[CH:11][CH:10]=3)[C:23]2=[O:24])[CH:21]=[CH:20][CH:19]=[CH:18][CH:17]=1. Procedure details: 103 g of the amido acid of maleic acid anhydride and N-methyl aniline are dissolved in 200 g of butyrolactone. 119 g of phenyl isocyanate are then added dropwise at 20° to 25° C. 0.2 g of triethylene diamine are then added and the mixture is stirred for 2 hours at 50° C., for 2 hours at 100° C. and for 4 hours at 150° C. The condensation and ring-forming reaction are accompanied by the elimination of carbon dioxide. On completion of the reaction, 112 g of the hydantoin melting at 191° C. crystal... Starting materials: FCCCCCCCCCCCCCCCCO (16-fluorohexadecanol), CS(=O)(=O)Cl (methanesulfonyl chloride), C(CCO)O (1,3-propanediol). Yields the product FCCCCCCCCCCCCCCCCOC(CC)O (16-fluorohexadecyloxy-1-propanol). Reaction SMILES: [F:1][CH2:2][CH2:3][CH2:4][CH2:5][CH2:6][CH2:7][CH2:8][CH2:9][CH2:10][CH2:11][CH2:12][CH2:13][CH2:14][CH2:15][CH2:16][CH2:17][OH:18].CS(Cl)(=O)=O.[CH2:24](O)[CH2:25][CH2:26][OH:27]>>[F:1][CH2:2][CH2:3][CH2:4][CH2:5][CH2:6][CH2:7][CH2:8][CH2:9][CH2:10][CH2:11][CH2:12][CH2:13][CH2:14][CH2:15][CH2:16][CH2:17][O:18][CH:26]([OH:27])[CH2:25][CH3:24]. Reported procedure: A general procedure for the preparation of terminal fluorinated alkoxyalkyl esters of acyclic nucleoside phosphonates is illustrated in Scheme 7, below. Fluoroalkoxyalkyl esters of acyclic nucleoside phosphonates such as 3-(16-fluoro-hexadecyloxy)propyl cidofovir (16-F-HDP-CDV) 49 and 3-(16-fluoro-hexadecyloxy)propyl (S)-HPMPA 50 (16-F-HDP-(S)-HPMPA) can be prepared using this process. Briefly, with reference to Scheme 7, the Grignard reagent prepared from 1-bromo-4-fluorobutane and magnesium is...